Dataset: the Open Reaction Database (ORD), a public repository of structured organic reaction records. Task: describe an organic reaction: reactants, conditions, products, and yield Starting materials: NC=1C=C2C(NC(=NC2=CC1)C1=CC(=C(C(=C1)C)OCCO)C)=O (6-amino-2-(4-(2-hydroxy ethoxy)-3,5-dimethyl phenyl)-3H-quinazolin-4-one), C(C)(=O)OC(C)=O (acetic anhydride), C(=O)([O-])[O-].[K+].[K+] (K2CO3). Run in N1=CC=CC=C1 (pyridine). Reaction conditions: time 16 hour. Product: OCCOC1=C(C=C(C=C1C)C1=NC2=CC=C(C=C2C(N1)=O)NC(C)=O)C (N-(2-(4-(2-hydroxyethoxy)-3,5-dimethylphenyl)-4-oxo-3,4-dihydroquinazolin-6-yl)acetamide). The yield is 61.0%. As a reaction SMILES: [NH2:1][C:2]1[CH:3]=[C:4]2[C:9](=[CH:10][CH:11]=1)[N:8]=[C:7]([C:12]1[CH:17]=[C:16]([CH3:18])[C:15]([O:19][CH2:20][CH2:21][OH:22])=[C:14]([CH3:23])[CH:13]=1)[NH:6][C:5]2=[O:24].[C:25](OC(=O)C)(=[O:27])[CH3:26].C([O-])([O-])=O.[K+].[K+]>N1C=CC=CC=1>[OH:22][CH2:21][CH2:20][O:19][C:15]1[C:16]([CH3:18])=[CH:17][C:12]([C:7]2[NH:6][C:5](=[O:24])[C:4]3[C:9](=[CH:10][CH:11]=[C:2]([NH:1][C:25](=[O:27])[CH3:26])[CH:3]=3)[N:8]=2)=[CH:13][C:14]=1[CH3:23] |f:2.3.4|. Procedure details: To a solution of 2-amino-5-nitro-benzamide (680 mg, 3.75 mmol) and 4-[2-(tert-butyldimethylsilanoxy)ethoxy]-3,5-dimethylbenzaldehyde (1.16 g, 3.75 mmol) in N,N-dimethyl acetamide (35 mL), NaHSO3 (736 mg, 4.14 mmol) and p-TSA (71 mg, 0.375 mmol) were added and the reaction mixture was heated at 150° C. for 5 h. The solvent was evaporated under reduced pressure. The residue was diluted with water and the solids were filtered off to give crude product (590 mg, 44%). To a solution of above crude pro... Reactants: C(C1=CC=CC=C1)Br (benzyl bromide), CC(C)([O-])C.[K+] (Potassium tert-butoxide), CC1C(C2=C(C(=C(C=C2C1)OC)Cl)Cl)=O (2methyl-5-methoxy-6,7-dichloro-1indanone), O (water). Run in C1=CC=CC=C1 (benzene), C(C)(C)(C)O (tert-butyl alcohol), C1=CC=CC=C1 (benzene). The product is C(C1=CC=CC=C1)C1(C(C2=C(C(=C(C=C2C1)OC)Cl)Cl)=O)C (2-Benzyl-2-methyl-5-methoxy-6,7-dichloro-1-indanone). RXN SMILES: CC(C)([O-])C.[K+].[CH3:7][CH:8]1[CH2:16][C:15]2[C:10](=[C:11]([Cl:20])[C:12]([Cl:19])=[C:13]([O:17][CH3:18])[CH:14]=2)[C:9]1=[O:21].[CH2:22](Br)[C:23]1[CH:28]=[CH:27][CH:26]=[CH:25][CH:24]=1.O>C(O)(C)(C)C.C1C=CC=CC=1>[CH2:22]([C:8]1([CH3:7])[CH2:16][C:15]2[C:10](=[C:11]([Cl:20])[C:12]([Cl:19])=[C:13]([O:17][CH3:18])[CH:14]=2)[C:9]1=[O:21])[C:23]1[CH:28]=[CH:27][CH:26]=[CH:25][CH:24]=1 |f:0.1|. Procedure details: Potassium tert-butoxide (1.68 g., 0.015 mole) in dry tert-butyl alcohol (40 ml.) is added to a refluxing solution of 2methyl-5-methoxy-6,7-dichloro-1indanone in benzene (50 ml.). After refluxing for 30 minutes, benzyl bromide (1.72 g., 0.01 mole) in benzene (10 ml.) is added dropwise. After refluxing for an additional 30 minutes the mixture is cooled, water (10 ml.) is added and the mixture is evaporated to dryness. The residue is washed with water and taken up with ether. The ether solution is ... Procedure: A solution of α,2,2,4,6,6-hexamethyl-γ-methylene-3-cyclohexene-1-propanol (2.36g, 0.01 mol) in dichloromethane (10 mL) was added over a 30 min period to a mixture of pyridinium chlorochromate (3.25g, 0.015 mol), sodium acetate (2.30g, 0.03 mol) and dichloromethane (15 mL) at 25° C. The mixture was filtered and the filtrate washed with water (100 mL) and 5% sodium carbonate solution (100 mL). The solvents were evaporated and the residue chromatographed to provide after kugelrohr distillation 1.75... The solvent is ClCCl (dichloromethane), ClCCl (dichloromethane). Reaction SMILES: [CH3:1][CH:2]([OH:17])[CH2:3][C:4](=[CH2:16])[CH:5]1[C:10]([CH3:12])([CH3:11])[CH2:9][C:8]([CH3:13])=[CH:7][C:6]1([CH3:15])[CH3:14].[Cr](Cl)([O-])(=O)=O.[NH+]1C=CC=CC=1.C([O-])(=O)C.[Na+]>ClCCl>[CH3:14][C:6]1([CH3:15])[CH:7]=[C:8]([CH3:13])[CH2:9][C:10]([CH3:11])([CH3:12])[CH:5]1[C:4](=[CH2:16])[CH2:3][C:2](=[O:17])[CH3:1] |f:1.2,3.4|. Starting materials: CC(CC(C1C(C=C(CC1(C)C)C)(C)C)=C)O (α,2,2,4,6,6-hexamethyl-γ-methylene-3-cyclohexene-1-propanol), [Cr](=O)(=O)([O-])Cl.[NH+]1=CC=CC=C1 (pyridinium chlorochromate), C(C)(=O)[O-].[Na+] (sodium acetate). The yield is 74.7%. Yields the product CC1(C(C(CC(=C1)C)(C)C)C(CC(C)=O)=C)C (4-(2,2,4,6,6 -pentamethyl-3-cyclohexen-1-yl)-4-penten-2-one). Reactants: C(C1=CC=CC=C1)(C1=CC=CC=C1)(C1=CC=CC=C1)Cl (trityl chloride), C(C)(C)NC(C)C (N,N-diisopropylamine), [C@@H]1(C[C@H](O)[C@H](O1)CO)N1C(=CC(=C1)C#CC)C=O (1-(2-deoxy-β-D-ribofuranosyl)-4-(1-propynyl)pyrrole-2-carbaldehyde). The solvent is N1=CC=CC=C1 (pyridine). Run at time 29 hour. Yields the product C(C1=CC=CC=C1)(C1=CC=CC=C1)(C1=CC=CC=C1)OC[C@@H]1[C@H](C[C@@H](O1)N1C(=CC(=C1)C#CC)C=O)O (1-(2-deoxy-5-O-trityl-β-D-ribofuranosyl)-4-(1-propynyl)pyrrole-2-carbaldehyde). Isolated yield 80.4%. RXN SMILES: [C@@H:1]1([N:9]2[CH:13]=[C:12]([C:14]#[C:15][CH3:16])[CH:11]=[C:10]2[CH:17]=[O:18])[O:6][C@H:5]([CH2:7][OH:8])[C@@H:3]([OH:4])[CH2:2]1.[C:19](Cl)([C:32]1[CH:37]=[CH:36][CH:35]=[CH:34][CH:33]=1)([C:26]1[CH:31]=[CH:30][CH:29]=[CH:28][CH:27]=1)[C:20]1[CH:25]=[CH:24][CH:23]=[CH:22][CH:21]=1.C(NC(C)C)(C)C>N1C=CC=CC=1>[C:19]([O:8][CH2:7][C@H:5]1[O:6][C@@H:1]([N:9]2[CH:13]=[C:12]([C:14]#[C:15][CH3:16])[CH:11]=[C:10]2[CH:17]=[O:18])[CH2:2][C@@H:3]1[OH:4])([C:20]1[CH:25]=[CH:24][CH:23]=[CH:22][CH:21]=1)([C:32]1[CH:33]=[CH:34][CH:35]=[CH:36][CH:37]=1)[C:26]1[CH:27]=[CH:28][CH:29]=[CH:30][CH:31]=1. Reported procedure: To a solution of 1-(2-deoxy-β-D-ribofuranosyl)-4-(1-propynyl)pyrrole-2-carbaldehyde (249 mg, 1.00 mmol) (I. Hirao, et al., Nature Methods, 3: 729-735 (2006)) dissolved in anhydrous pyridine (10 ml) were added trityl chloride (1.18 g, 4.21 mmol) and N,N-diisopropylamine (1.11 ml, 6.40 mmol), and the reaction mixture was stirred at room temperature for 29 hours, and then at 50° C. for 1.5 hours. The reaction solution was concentrated under reduced pressure, and the residue was diluted with ethyl a... Starting materials: O=[N+]([O-])c1cc(Br)cnc1Cl, C1CCOC1, CN, CCO. Product: CNc1ncc(Br)cc1[N+](=O)[O-]. Reaction SMILES: [Br:1][c:2]1[cH:3][c:4]([N+:9](=[O:10])[O-:11])[c:5]([Cl:8])[n:6][cH:7]1.[CH2:17]1[O:18][CH2:19][CH2:20][CH2:21]1.[CH3:12][NH2:13].[CH3:14][CH2:15][OH:16]>>[Br:1][c:2]1[cH:3][c:4]([N+:9](=[O:10])[O-:11])[c:5]([NH:13][CH3:12])[n:6][cH:7]1. Starting materials: C1(=CC=C(C=C1)S(=O)(=O)OCCC1OC2=C(CC1)C=CC=C2)C (2-p-toluenesulfonyloxyethyl-3,4-dihydro-2H-1-benzopyran), [C-]#N.[K+] (potassium cyanide), O (water). The solvent is CS(=O)C (dimethyl sulfoxide). Conditions: time 2 hour. Yields the product C(#N)CCC1OC2=C(CC1)C=CC=C2 (2-Cyanoethyl-3,4-dihydro-2H-1-benzopyran). Reaction SMILES: C1(C)C=CC(S(O[CH2:11][CH2:12][CH:13]2[CH2:18][CH2:17][C:16]3[CH:19]=[CH:20][CH:21]=[CH:22][C:15]=3[O:14]2)(=O)=O)=CC=1.[C-:24]#[N:25].[K+].O>CS(C)=O>[C:24]([CH2:11][CH2:12][CH:13]1[CH2:18][CH2:17][C:16]2[CH:19]=[CH:20][CH:21]=[CH:22][C:15]=2[O:14]1)#[N:25] |f:1.2|. Procedure: A mixture of 15.8 g (47 mmol) of 2-p-toluenesulfonyloxyethyl-3,4-dihydro-2H-1-benzopyran and 3.4 g (52 mmol) of potassium cyanide in 320 ml of dimethyl sulfoxide is stirred for 2 hours. After addition of water, the product is extracted with chloroform containing a little methanol and then the organic phase is washed with a saturated solution of sodium chloride, dried over sodium sulfate and concentrated under reduced pressure. By chromatography of the residue on a silica column using cyclohexane... Reactants: COC(C1=CC(=C(C(=C1)F)C)N)=O (3-amino-5-fluoro-4-methyl-benzoic acid methyl ester), C(C)(C)N(C(C)C)CC (N,N-diisopropylethylamine), BrCC#N (bromoacetonitrile), C(C)(C)N(C(C)C)CC (N,N-diisopropylethylamine), BrCC#N (bromoacetonitrile), O (Water). The solvent is C1CCOC1 (THF). Conditions: time 6 hour. Yields the product C(#N)CNC=1C=C(C(=O)OC)C=C(C1C)F (3-[(Cyanomethyl)amino]-5-fluoro-4-methyl-benzoic acid, methyl ester). RXN SMILES: [CH3:1][O:2][C:3](=[O:13])[C:4]1[CH:9]=[C:8]([F:10])[C:7]([CH3:11])=[C:6]([NH2:12])[CH:5]=1.[CH:14]([N:17](CC)C(C)C)(C)[CH3:15].BrCC#N.O>C1COCC1>[C:14]([CH2:15][NH:12][C:6]1[CH:5]=[C:4]([CH:9]=[C:8]([F:10])[C:7]=1[CH3:11])[C:3]([O:2][CH3:1])=[O:13])#[N:17]. Reported procedure: To a stirred solution of 3-amino-5-fluoro-4-methyl-benzoic acid methyl ester (Example 252e, 34.7 g) in THF (300 mL) at room temperature was added N,N-diisopropylethylamine (61.2 mL) followed by bromoacetonitrile (24.41 mL). The mixture was heated at reflux for 16 h, further bromoacetonitrile (4.8 mL) and N,N-diisopropylethylamine (12.5 mL) were added and heating was continued for 6 h. The reaction was cooled to room temperature and concentrated. 1N HCl (600 mL) and dichloromethane (800 mL) were ... Reactants: IC (Iodomethane), C(C)(=O)NC[C@H]1CN(C(O1)=O)C1=CC(=C(C=C1)C(NO)=N)F (5-(S)-acetamidomethyl-3-[4′-(N-hydroxyamidino)-3′-fluorophenyl]oxazolidine-2-one), C(C)(C)(C)N=C(N(C)C)N(C)C (tert-butyl-1,1,3,3-tetramethylguanidine). The solvent is CN(C)C=O (DMF). Run at time 8 hour. Yields the product C(C)(=O)NC[C@H]1CN(C(O1)=O)C1=CC(=C(C=C1)C(NOC)=N)F (5-(S)-Acetamidomethyl-3-[4′-(N-methoxyamidino)-3′-fluorophenyl]oxazolidine-2-one). As a reaction SMILES: IC.[C:3]([NH:6][CH2:7][C@@H:8]1[O:12][C:11](=[O:13])[N:10]([C:14]2[CH:19]=[CH:18][C:17]([C:20](=[NH:23])[NH:21][OH:22])=[C:16]([F:24])[CH:15]=2)[CH2:9]1)(=[O:5])[CH3:4].[C:25](N=C(N(C)C)N(C)C)(C)(C)C>CN(C=O)C>[C:3]([NH:6][CH2:7][C@@H:8]1[O:12][C:11](=[O:13])[N:10]([C:14]2[CH:19]=[CH:18][C:17]([C:20](=[NH:23])[NH:21][O:22][CH3:25])=[C:16]([F:24])[CH:15]=2)[CH2:9]1)(=[O:5])[CH3:4]. Procedure details: Iodomethane (0.02 ml, 0.39 mmol) was added to a solution of 5-(S)-acetamidomethyl-3-[4′-(N-hydroxyamidino)-3′-fluorophenyl]oxazolidine-2-one (0.080 g, 0.26 mmol) and tert-butyl-1,1,3,3-tetramethylguanidine (0.058 ml, 0.39 mmol) in DMF (1.0 ml), and the mixture was stirred at r.t. overnight. Solvent was removed under vacuum, and the crude product purified by silica gel PTLC (10% methanol in DCM). HPLC: Rt 3.6 min. MS (m/z): [M+H]+=325.